This data is from the Open Reaction Database (ORD), a public repository of structured organic reaction records. The task is: describe an organic reaction: reactants, conditions, products, and yield Starting materials: C(CCC)P(CCCC)CCCC (tri-n-butylphosphine), ClCCCCl (1,3-dichloropropane), Cl[SiH](Cl)Cl (trichlorosilane). Yields the product Cl[Si](CCC[Si](Cl)(Cl)Cl)(Cl)Cl (1,3-bis(trichlorosilyl)propane), 3-(chloropropyl)trichlorosilane. Yield: 20.0%. As a reaction SMILES: [CH2:1](P(CCCC)CCCC)[CH2:2][CH2:3]C.ClCCCCl.[Cl:19][SiH:20]([Cl:22])[Cl:21]>>[Cl:19][Si:20]([Cl:22])([Cl:21])[CH2:1][CH2:2][CH2:3][Si:20]([Cl:22])([Cl:21])[Cl:19]. Reported procedure: In the same apparatus and procedure as Example 1 above, 0.30 g (1.5 mmol) of tri-n-butylphosphine, 0.85 g (7.5 mmol) of 1,3-dichloropropane, and 10.2 g (75.0 mmol) of trichlorosilane were reacted at 150° C. for 12 hrs. The resulting mixture was distilled to give 1.6 g of 1,3-bis(trichlorosilyl)propane (bp; 104° C./12.5 mmHg, yield; 70%) and 0.3 g of 3-(chloropropyl)trichlorosilane (bp; 88-90° C./12.5 mmHg, yield; 20%). The reactants are CC(C)(C)OC(=O)N1CCNCC1, O=C(CCl)N1CCOCC1, [K+], [K+], O=C([O-])[O-], CN(C)C=O. Yields the product CC(C)(C)OC(=O)N1CCN(CC(=O)N2CCOCC2)CC1. RXN SMILES: [C:11]([CH3:12])([CH3:13])([CH3:14])[O:15][C:16](=[O:17])[N:18]1[CH2:19][CH2:20][NH:21][CH2:22][CH2:23]1.[Cl:1][CH2:2][C:3](=[O:4])[N:5]1[CH2:6][CH2:7][O:8][CH2:9][CH2:10]1.[K+:24].[K+:25].[O-:26][C:27]([O-:28])=[O:29].[O:30]=[CH:31][N:32]([CH3:33])[CH3:34]>>[CH2:2]([C:3](=[O:4])[N:5]1[CH2:6][CH2:7][O:8][CH2:9][CH2:10]1)[N:21]1[CH2:20][CH2:19][N:18]([C:16]([O:15][C:11]([CH3:12])([CH3:13])[CH3:14])=[O:17])[CH2:23][CH2:22]1. Starting materials: IC (iodomethane), [OH-].[K+] (KOH), CS(=O)C (DMSO), CCOC(=O)C (EtOAc), C(C)(C)(C)OC(=O)NC[C@@H](CC(=O)O)C1=CC(=C(C=C1)Cl)F ((S)-4-(tert-butoxycarbonylamino)-3-(4-chloro-3-fluorophenyl)butanoic acid). Conditions: time 5 minute. The product is C(C)(C)(C)OC(=O)N(C[C@@H](CC(=O)OC)C1=CC(=C(C=C1)Cl)F)C ((S)-methyl 4-(tert-butoxycarbonyl(methyl)amino)-3-(4-chloro-3-fluorophenyl)butanoate). The yield is 59.9%. Reaction SMILES: [OH-].[K+].CS(C)=O.[C:7]([O:11][C:12]([NH:14][CH2:15][C@H:16]([C:21]1[CH:26]=[CH:25][C:24]([Cl:27])=[C:23]([F:28])[CH:22]=1)CC(O)=O)=[O:13])([CH3:10])([CH3:9])[CH3:8].I[CH3:30].C[CH2:32][O:33][C:34]([CH3:36])=[O:35]>>[C:7]([O:11][C:12]([N:14]([CH3:30])[CH2:15][C@H:16]([C:21]1[CH:26]=[CH:25][C:24]([Cl:27])=[C:23]([F:28])[CH:22]=1)[CH2:36][C:34]([O:33][CH3:32])=[O:35])=[O:13])([CH3:8])([CH3:9])[CH3:10] |f:0.1|. Procedure details: Powdered KOH (1525 mg, 27.19 mmol) was added to DMSO (3 mL) and the resulting mixture was stirred for 5 min at RT. To this solution was added 100 (902 mg, 2.719 mmol) followed immediately by iodomethane (1.35 mL, 21.75 mmol). The resulting mixture was stirred at RT for 5 h. The reaction mixture was diluted with EtOAc and washed sequentially with H2O, 2M HCl and brine. The organic layer was dried, filtered, and concentrated. The crude product was purified by SiO2 chromatography eluting with 10:1 ... The reactants are ClCCl, Nc1ncccc1CO. The product is Nc1ncccc1C=O. Reaction SMILES: [Cl:10][CH2:11][Cl:12].[NH2:1][c:2]1[n:3][cH:4][cH:5][cH:6][c:7]1[CH2:8][OH:9]>>[NH2:1][c:2]1[n:3][cH:4][cH:5][cH:6][c:7]1[CH:8]=[O:9]. Reactants: C=CCCCC(=O)O, C=CCOC1CC(NCC(O)C(N)Cc2cc(Cl)cc(Cl)c2)c2cc(OC)ccc21. Product: C=CCCCC(=O)NC(Cc1cc(Cl)cc(Cl)c1)C(O)CNC1CC(OCC=C)c2ccc(OC)cc21. Reaction SMILES: [C:1]([CH2:2][CH2:3][CH2:4][CH:5]=[CH2:6])(=[O:7])[OH:8].[CH2:9]([CH:10]=[CH2:11])[O:12][CH:13]1[CH2:14][CH:15]([NH:24][CH2:25][CH:26]([CH:27]([CH2:28][c:29]2[cH:30][c:31]([Cl:36])[cH:32][c:33]([Cl:35])[cH:34]2)[NH2:37])[OH:38])[c:16]2[cH:17][c:18]([O:22][CH3:23])[cH:19][cH:20][c:21]21>>[C:1]([CH2:2][CH2:3][CH2:4][CH:5]=[CH2:6])(=[O:8])[NH:37][CH:27]([CH:26]([CH2:25][NH:24][CH:15]1[CH2:14][CH:13]([O:12][CH2:9][CH:10]=[CH2:11])[c:21]2[c:16]1[cH:17][c:18]([O:22][CH3:23])[cH:19][cH:20]2)[OH:38])[CH2:28][c:29]1[cH:30][c:31]([Cl:36])[cH:32][c:33]([Cl:35])[cH:34]1. Starting materials: NC(=O)N (Urea), C([O-])([O-])=O.[Na+].[Na+] (sodium carbonate). The product is [O-]C#N.[Na+].C([O-])([O-])=O.[Na+].[Na+] (sodium cyanate sodium carbonate). RXN SMILES: [NH2:1][C:2](N)=[O:3].[C:5](=[O:8])([O-:7])[O-:6].[Na+:9].[Na+]>>[O-:3][C:2]#[N:1].[Na+:9].[C:5](=[O:6])([O-:8])[O-:7].[Na+:9].[Na+:9] |f:1.2.3,4.5.6.7.8|. Procedure: The following series of tests was carried out in a static bed, i.e. without continuous mixing of the reactants. Urea and sodium carbonate were reacted in a molar ratio of 1.7:1 to form an intermediate sodium cyanate-sodium carbonate mixture having the composition 75.0% NaCNO and 21.2% Na2CO3. Various amounts of water were added to samples of this mixture on a weight percent basis, the water was thoroughly mixed with the sample, and all were dried in a forced air oven at 110°-140° C. After coolin... Procedure details: 1-(4-chloro-2-methylphenyl)-3-{2-[(3R,5S)-3,5-dimethylpiperazin-1-yl]ethyl}-1,3-dihydro-2,1,3-benzothiadiazole 2,2-dioxide was prepared using 1-(2-bromoethyl)-3-(4-chloro-2-methylphenyl)-1,3-dihydro-2,1,3-benzothiadiazole2,2-dioxide and cis-2,6-dimethyl piperazine analogous to the conditions used general procedure V. Starting materials: BrCCN1S(N(C2=C1C=CC=C2)C2=C(C=C(C=C2)Cl)C)(=O)=O (1-(2-bromoethyl)-3-(4-chloro-2-methylphenyl)-1,3-dihydro-2,1,3-benzothiadiazole2,2-dioxide), C[C@@H]1N[C@@H](CNC1)C (cis-2,6-dimethyl piperazine). Yields the product ClC1=CC(=C(C=C1)N1S(N(C2=C1C=CC=C2)CCN2C[C@H](N[C@H](C2)C)C)(=O)=O)C (1-(4-chloro-2-methylphenyl)-3-{2-[(3R,5S)-3,5-dimethylpiperazin-1-yl]ethyl}-1,3-dihydro-2,1,3-benzothiadiazole 2,2-dioxide). As a reaction SMILES: Br[CH2:2][CH2:3][N:4]1[C:8]2[CH:9]=[CH:10][CH:11]=[CH:12][C:7]=2[N:6]([C:13]2[CH:18]=[CH:17][C:16]([Cl:19])=[CH:15][C:14]=2[CH3:20])[S:5]1(=[O:22])=[O:21].[CH3:23][C@H:24]1[CH2:29][NH:28][CH2:27][C@@H:26]([CH3:30])[NH:25]1>>[Cl:19][C:16]1[CH:17]=[CH:18][C:13]([N:6]2[C:7]3[CH:12]=[CH:11][CH:10]=[CH:9][C:8]=3[N:4]([CH2:3][CH2:2][N:28]3[CH2:27][C@H:26]([CH3:30])[NH:25][C@H:24]([CH3:23])[CH2:29]3)[S:5]2(=[O:22])=[O:21])=[C:14]([CH3:20])[CH:15]=1. Yields the product OCCCCC#Cc1ncccn1. Reactants: Brc1ncccn1, C#CCCCCO, CC#N, C1CCC(NC2CCCCC2)CC1, [Cu]I. RXN SMILES: [Br:1][c:2]1[n:3][cH:4][cH:5][cH:6][n:7]1.[CH2:8]([CH2:9][CH2:10][CH2:11][C:12]#[CH:13])[OH:14].[CH3:30][C:31]#[N:32].[CH:15]1([NH:16][CH:17]2[CH2:18][CH2:19][CH2:20][CH2:21][CH2:22]2)[CH2:23][CH2:24][CH2:25][CH2:26][CH2:27]1.[Cu:28][I:29]>>[c:2]1([C:13]#[C:12][CH2:11][CH2:10][CH2:9][CH2:8][OH:14])[n:3][cH:4][cH:5][cH:6][n:7]1. The reactants are C1(NCC2=CC(=CC=C12)OC1=CC=C(C=C1)[N+](=O)[O-])=O (4-(1-isoindolinon-5-yloxy)-1-nitrobenzene). Reagents/catalysts: [Pd] (Pd/C). The solvent is CCO (EtOH). Product: O=C1NCC2=CC(=CC=C12)OC1=CC=C(N)C=C1 (4-(1-oxoisoindolin-5-yloxy)aniline). RXN SMILES: [C:1]1(=[O:20])[C:9]2[C:4](=[CH:5][C:6]([O:10][C:11]3[CH:16]=[CH:15][C:14]([N+:17]([O-])=O)=[CH:13][CH:12]=3)=[CH:7][CH:8]=2)[CH2:3][NH:2]1>CCO.[Pd]>[O:20]=[C:1]1[C:9]2[C:4](=[CH:5][C:6]([O:10][C:11]3[CH:16]=[CH:15][C:14]([NH2:17])=[CH:13][CH:12]=3)=[CH:7][CH:8]=2)[CH2:3][NH:2]1. Procedure details: A slurry of 4-(1-isoindolinon-5-yloxy)-1-nitrobenzene (2.12 g, 7.8 mmol) and 10% Pd/C (0.20 g) in EtOH (50 mL) was stirred under an H2 atmosphere (balloon) for 4 h, then filtered through a pad of Celite®. The filtrate was concentrated under reduced pressure to afford 4-(1-oxoisoindolin-5-yloxy)aniline as a dark yellow solid: TLC (100% EtOAc) Rf0.15. Reactants: C(C(C)(C)C)(=O)NC1=NC=CC=C1C(CC(=O)OC(C)(C)C)(C1=CC=CC=C1)O (Tert-butyl 2-pivaloylamino-β-hydroxy-β-phenyl-3-pyridinepropanoate), C([O-])(O)=O.[Na+] (sodium bicarbonate). Run in Cl (hydrochloric acid), O1CCOCC1 (dioxane). The product is C1(=CC=CC=C1)C1=CC(NC2=NC=CC=C12)=O (4-phenyl-1,8-naphthyridin-2(1H)-one). Isolated yield 51.4%. RXN SMILES: C([NH:7][C:8]1[C:13]([C:14](O)([C:23]2[CH:28]=[CH:27][CH:26]=[CH:25][CH:24]=2)[CH2:15][C:16](OC(C)(C)C)=[O:17])=[CH:12][CH:11]=[CH:10][N:9]=1)(=O)C(C)(C)C.C(=O)(O)[O-].[Na+]>Cl.O1CCOCC1>[C:23]1([C:14]2[C:13]3[C:8](=[N:9][CH:10]=[CH:11][CH:12]=3)[NH:7][C:16](=[O:17])[CH:15]=2)[CH:28]=[CH:27][CH:26]=[CH:25][CH:24]=1 |f:1.2|. Reported procedure: Tert-butyl 2-pivaloylamino-β-hydroxy-β-phenyl-3-pyridinepropanoate (2.09 g, 5.25 mmol) was dissolved in a mixed solvent of 3N hydrochloric acid aqueous solution (10 ml) and dioxane (10 ml), and the solution was heated under reflux for 3 days. After cooling to room temperature, saturated sodium bicarbonate aqueous solution was added for neutralization. The reaction mixture was filtered, and the resulting crystals were thoroughly washed with water and recrystallized from acetonitrile to give 4-phe...